From a dataset of the Open Reaction Database (ORD), a public repository of structured organic reaction records. describe an organic reaction: reactants, conditions, products, and yield Yields the product C(C)(=O)NCC1=C(N)C=C(C=C1)C(NC(C)=O)=O (2-((N-Acetyl)aminomethyl)-5-((N-acetyl)carbamoyl)aniline). Isolated yield 118.8%. Reported procedure: 2-((N-Acetyl)aminomethyl)-5-((N-acetyl)carbamoyl)-1-nitrobenzene (1.00 g) and sodium hydrosulfite (7.0 g) in a mixture of tetrahydrofuran (5 ml), ethanol (5 ml) and water (20 ml) were heated under reflux for 1 hr. After cooling, the organic layer was separated, dried over sodium sulfate and concentrated. The residue was purified by silica gel column chromatography to give the objective compound (1.06 g). As a reaction SMILES: [C:1]([NH:4][CH2:5][C:6]1[CH:11]=[CH:10][C:9]([C:12](=[O:17])[NH:13][C:14](=[O:16])[CH3:15])=[CH:8][C:7]=1[N+:18]([O-])=O)(=[O:3])[CH3:2].S(S([O-])=O)([O-])=O.[Na+].[Na+].C(O)C.O>O1CCCC1>[C:1]([NH:4][CH2:5][C:6]1[CH:11]=[CH:10][C:9]([C:12](=[O:17])[NH:13][C:14](=[O:16])[CH3:15])=[CH:8][C:7]=1[NH2:18])(=[O:3])[CH3:2] |f:1.2.3|. Starting materials: C(C)(=O)NCC1=C(C=C(C=C1)C(NC(C)=O)=O)[N+](=O)[O-] (2-((N-Acetyl)aminomethyl)-5-((N-acetyl)carbamoyl)-1-nitrobenzene), S(=O)([O-])S(=O)[O-].[Na+].[Na+] (sodium hydrosulfite), C(C)O (ethanol), O (water). Solvent: O1CCCC1 (tetrahydrofuran). The reactants are CC1(OCC2=C(O1)C=CC(=C2)[C@@H]2CNC(O2)=O)C ((5R)-5-(2,2-Dimethyl-4H-1,3-benzodioxin-6-yl)-1,3-oxazolidin-2-one), [H-].[Na+] (sodium hydride), C(C)(=O)OCCOC1=CC=C(C=C1)CCBr (2-[4-(2-bromoethyl)phenoxy]ethyl acetate). Run in CN(C)C=O (DMF), CN(C)C=O (DMF). Reaction conditions: time 1 hour. Product: C(C)(=O)OCCOC1=CC=C(C=C1)CCN1C(O[C@@H](C1)C1=CC2=C(OC(OC2)(C)C)C=C1)=O (2-(4-{2-[(5R)-5-(2,2-Dimethyl-4H-1,3-benzodioxin-6-yl)-2-oxo-1,3-oxazolidin-3-yl]ethyl}phenoxy)ethyl acetate). The yield is 44.8%. Reaction SMILES: [CH3:1][C:2]1([CH3:18])[O:7][C:6]2[CH:8]=[CH:9][C:10]([C@H:12]3[O:16][C:15](=[O:17])[NH:14][CH2:13]3)=[CH:11][C:5]=2[CH2:4][O:3]1.[H-].[Na+].[C:21]([O:24][CH2:25][CH2:26][O:27][C:28]1[CH:33]=[CH:32][C:31]([CH2:34][CH2:35]Br)=[CH:30][CH:29]=1)(=[O:23])[CH3:22]>CN(C=O)C>[C:21]([O:24][CH2:25][CH2:26][O:27][C:28]1[CH:29]=[CH:30][C:31]([CH2:34][CH2:35][N:14]2[CH2:13][C@@H:12]([C:10]3[CH:9]=[CH:8][C:6]4[O:7][C:2]([CH3:18])([CH3:1])[O:3][CH2:4][C:5]=4[CH:11]=3)[O:16][C:15]2=[O:17])=[CH:32][CH:33]=1)(=[O:23])[CH3:22] |f:1.2|. Reported procedure: (5R)-5-(2,2-Dimethyl-4H-1,3-benzodioxin-6-yl)-1,3-oxazolidin-2-one (651 mg) in DMF (15 mL) was treated with sodium hydride (84 mg) under nitrogen and stirred for 1 h. A solution of 2-[4-(2-bromoethyl)phenoxy]ethyl acetate (500 mg) in DMF (5 mL) was added and the reaction mixture was stirred for a further 2 h. This was then concentrated in vacuo and the residue was taken up in EtOAc, washed with water, brine and dried (MgSO4). The solution was concentrated in vacuo and the residue was purified by... Reactants: C(C)(C)(C)OC(N([C@H](CC1=CC2=CC=CC=C2C=C1)C(N([C@H](CC1=CC=CC=C1)C(N(CCC1=NC=CC=C1)C)=O)C)=O)C)=O (N-Methyl-N-[(1R)1-(N-methyl-N-{(1R)-1-[N-methyl-N-(2-(pyridinyl)ethyl)carbamoyl]-2-phenylethyl}carbamoyl)-2-(2-naphthyl)ethyl]carbamic acid tert-butyl ester), FC(C(=O)O)(F)F (Trifluoroacetic acid). Solvent: ClCCl (dichloromethane). Conditions: time 40 minute. Yields the product CN(C([C@@H](CC1=CC2=CC=CC=C2C=C1)NC)=O)[C@H](CC1=CC=CC=C1)C(N(CCC1=NC=CC=C1)C)=O ((2R)-N-Methyl-2-(methylamino)-N-{(1R)-1-[N-methyl-N-(2-(pyridin-2-yl)ethyl)carbamoyl]-2-phenylethyl}-3-(2-naphthyl)propionamide). The yield is 95.5%. Reaction SMILES: C(O[C:6](=O)[N:7](C)[C@@H:8]([C:20](=[O:43])[N:21]([CH3:42])[C@@H:22]([C:30](=[O:41])[N:31]([CH3:40])[CH2:32][CH2:33][C:34]1[CH:39]=[CH:38][CH:37]=[CH:36][N:35]=1)[CH2:23][C:24]1[CH:29]=[CH:28][CH:27]=[CH:26][CH:25]=1)[CH2:9][C:10]1[CH:19]=[CH:18][C:17]2[C:12](=[CH:13][CH:14]=[CH:15][CH:16]=2)[CH:11]=1)(C)(C)C.FC(F)(F)C(O)=O>ClCCl>[CH3:42][N:21]([C@@H:22]([C:30](=[O:41])[N:31]([CH3:40])[CH2:32][CH2:33][C:34]1[CH:39]=[CH:38][CH:37]=[CH:36][N:35]=1)[CH2:23][C:24]1[CH:25]=[CH:26][CH:27]=[CH:28][CH:29]=1)[C:20](=[O:43])[C@H:8]([NH:7][CH3:6])[CH2:9][C:10]1[CH:19]=[CH:18][C:17]2[C:12](=[CH:13][CH:14]=[CH:15][CH:16]=2)[CH:11]=1. Procedure details: N-Methyl-N-[(1R)1-(N-methyl-N-{(1R)-1-[N-methyl-N-(2-(pyridinyl)ethyl)carbamoyl]-2-phenylethyl}carbamoyl)-2-(2-naphthyl)ethyl]carbamic acid tert-butyl ester (14.9 g, 24.5 mmol) was dissolved in dichloromethane (75 mL). Trifluoroacetic acid (75 mL, 0.978 mol) was added to the stirred solution. The reaction mixture was stirred for 40 min. The solvent was removed in vacuo. The product was dissolved in dichloromethane (50 mL) and sat. aqueous sodium hydrogen carbonate solution (40 mL). The mixture w... Starting materials: Cc1cc(C)nc(Br)c1, CC(=O)[O-], CC(=O)[O-], C=Cc1nn(C2CCCCO2)c2cc([N+](=O)[O-])ccc12, CCN(C(C)C)C(C)C, CN(C)C=O, [Pd+2], Cc1ccccc1P(c1ccccc1C)c1ccccc1C. Product: Cc1cc(C)nc(C=Cc2nn(C3CCCCO3)c3cc([N+](=O)[O-])ccc23)c1. RXN SMILES: [Br:1][c:2]1[n:3][c:4]([CH3:9])[cH:5][c:6]([CH3:8])[cH:7]1.[C:66]([O-:67])(=[O:68])[CH3:69].[C:71]([O-:72])(=[O:73])[CH3:74].[CH:10](=[CH2:11])[c:12]1[n:13][n:14]([CH:24]2[O:25][CH2:26][CH2:27][CH2:28][CH2:29]2)[c:15]2[cH:16][c:17]([N+:21](=[O:22])[O-:23])[cH:18][cH:19][c:20]12.[CH:52]([N:53]([CH:54]([CH3:55])[CH3:56])[CH2:57][CH3:58])([CH3:59])[CH3:60].[O:61]=[CH:62][N:63]([CH3:64])[CH3:65].[Pd+2:70].[c:30]1([CH3:31])[cH:32][cH:33][cH:34][cH:35][c:36]1[P:37]([c:38]1[cH:39][cH:40][cH:41][cH:42][c:43]1[CH3:44])[c:45]1[cH:46][cH:47][cH:48][cH:49][c:50]1[CH3:51]>>[c:2]1([CH:11]=[CH:10][c:12]2[n:13][n:14]([CH:24]3[O:25][CH2:26][CH2:27][CH2:28][CH2:29]3)[c:15]3[cH:16][c:17]([N+:21](=[O:22])[O-:23])[cH:18][cH:19][c:20]23)[n:3][c:4]([CH3:9])[cH:5][c:6]([CH3:8])[cH:7]1.